From a dataset of the Open Reaction Database (ORD), a public repository of structured organic reaction records. describe an organic reaction: reactants, conditions, products, and yield The reactants are CCOC(C)=O, O=S(=O)(c1ccc(C(F)(F)F)cc1)C1(c2cc(F)ccc2F)CCC(CSc2ccccn2)CC1, [O-][I+3]([O-])([O-])[O-], [Na+], O, O=[Ru]=O. The product is O=S(=O)(CC1CCC(c2cc(F)ccc2F)(S(=O)(=O)c2ccc(C(F)(F)F)cc2)CC1)c1ccccn1. As a reaction SMILES: [CH3:43][CH2:44][O:45][C:46](=[O:47])[CH3:48].[F:7][c:8]1[c:9]([C:15]2([S:29](=[O:30])(=[O:31])[c:32]3[cH:33][cH:34][c:35]([C:38]([F:39])([F:40])[F:41])[cH:36][cH:37]3)[CH2:16][CH2:17][CH:18]([CH2:21][S:22][c:23]3[n:24][cH:25][cH:26][cH:27][cH:28]3)[CH2:19][CH2:20]2)[cH:10][c:11]([F:14])[cH:12][cH:13]1.[I+3:1]([O-:2])([O-:3])([O-:4])[O-:5].[Na+:6].[OH2:42].[Ru:49](=[O:50])=[O:51]>>[O:2]=[S:22]([CH2:21][CH:18]1[CH2:17][CH2:16][C:15]([c:9]2[c:8]([F:7])[cH:13][cH:12][c:11]([F:14])[cH:10]2)([S:29](=[O:30])(=[O:31])[c:32]2[cH:33][cH:34][c:35]([C:38]([F:39])([F:40])[F:41])[cH:36][cH:37]2)[CH2:20][CH2:19]1)([c:23]1[n:24][cH:25][cH:26][cH:27][cH:28]1)=[O:42]. Yields the product C1(=CC=CC=C1)C=1C=2N(CCC1)C=CN2 (5,6-Dihydro-8-phenylimidazo[1,2-a]pyridine). As a reaction SMILES: [C:1]1([C:7]([CH:9]2[CH2:11][CH2:10]2)=O)[CH:6]=[CH:5][CH:4]=[CH:3][CH:2]=1.[NH:12]1[CH:16]=[CH:15][N:14]=[CH:13]1>C(Cl)Cl>[C:1]1([C:7]2[C:13]3[N:12]([CH:16]=[CH:15][N:14]=3)[CH2:10][CH2:11][CH:9]=2)[CH:2]=[CH:3][CH:4]=[CH:5][CH:6]=1. Solvent: C(Cl)Cl (methylene chloride). Reported procedure: Combine 25 g (0.17 mol) of cyclopropyl phenyl ketone with 50 g (0.73 mol) of imidazole, and heat to 200° C. for 18 hr. Isolation from 200 g of silica gel using methylene chloride, followed by crystallization from ether provides the title compound. Reactants: C1(=CC=CC=C1)C(=O)C1CC1 (cyclopropyl phenyl ketone), N1C=NC=C1 (imidazole). The reactants are C1CCOC1, CNc1ccc(C2=NNC(=O)CC2C)cc1N, O=C(O)c1ccncc1. The product is CNc1ccc(C2=NNC(=O)CC2C)cc1NC(=O)c1ccncc1. As a reaction SMILES: [CH2:27]1[O:28][CH2:29][CH2:30][CH2:31]1.[CH3:10][CH:11]1[CH2:12][C:13](=[O:26])[NH:14][N:15]=[C:16]1[c:17]1[cH:18][c:19]([NH2:25])[c:20]([NH:23][CH3:24])[cH:21][cH:22]1.[OH:1][C:2](=[O:3])[c:4]1[cH:5][cH:6][n:7][cH:8][cH:9]1>>[C:2](=[O:3])([c:4]1[cH:5][cH:6][n:7][cH:8][cH:9]1)[NH:25][c:19]1[cH:18][c:17]([C:16]2=[N:15][NH:14][C:13](=[O:26])[CH2:12][CH:11]2[CH3:10])[cH:22][cH:21][c:20]1[NH:23][CH3:24]. Reagents/catalysts: C=1C=CC(=CC1)[P](C=2C=CC=CC2)(C=3C=CC=CC3)[Pd]([P](C=4C=CC=CC4)(C=5C=CC=CC5)C=6C=CC=CC6)([P](C=7C=CC=CC7)(C=8C=CC=CC8)C=9C=CC=CC9)[P](C=1C=CC=CC1)(C=1C=CC=CC1)C=1C=CC=CC1 (tetrakis(triphenylphosphine)palladium(0)). Product: C1=C(C=CC2=CC=CC=C12)C1=C2C=CC=CC2=C(C2=CC=CC=C12)C=1C=C2C=3C=CC=CC3C=C(C2=CC1)C(=O)O (6-(10-Naphthalen-2-ylanthracen-9-yl)phenanthrene-9-carboxylic acid). The solvent is O.CO (water MeOH), CCO (EtOH), C1(=CC=CC=C1)C (toluene). Procedure: 51.6 g (148 mmol) of 10-naphth-2-ylanthracen-9-ylboronic acid, 37.2 g (124 mmol) of 6-bromophenanthrene-9-carboxylic acid and 220 ml of 2 M Na2CO3 solution are suspended in 1 l of toluene and 1 l of EtOH, the suspension is saturated with N2, 2.9 g (3 mmol) of tetrakis(triphenylphosphine)palladium(0) are added, and the mixture is heated at the boil for 2 h. The mixture is poured into 3 l of a mixture of water/MeOH/6 M HCl 1:1:1, and the beige precipitate is filtered off with suction, washed with ... As a reaction SMILES: [CH:1]1[C:10]2[C:5](=[CH:6][CH:7]=[CH:8][CH:9]=2)[CH:4]=[CH:3][C:2]=1[C:11]1[C:24]2[C:19](=[CH:20][CH:21]=[CH:22][CH:23]=2)[C:18](B(O)O)=[C:17]2[C:12]=1[CH:13]=[CH:14][CH:15]=[CH:16]2.Br[C:29]1[CH:30]=[C:31]2[C:40](=[CH:41][CH:42]=1)[C:39]([C:43]([OH:45])=[O:44])=[CH:38][C:37]1[CH:36]=[CH:35][CH:34]=[CH:33][C:32]2=1.C([O-])([O-])=O.[Na+].[Na+].N#N>C1(C)C=CC=CC=1.CCO.C1C=CC([P]([Pd]([P](C2C=CC=CC=2)(C2C=CC=CC=2)C2C=CC=CC=2)([P](C2C=CC=CC=2)(C2C=CC=CC=2)C2C=CC=CC=2)[P](C2C=CC=CC=2)(C2C=CC=CC=2)C2C=CC=CC=2)(C2C=CC=CC=2)C2C=CC=CC=2)=CC=1.O.CO>[CH:1]1[C:10]2[C:5](=[CH:6][CH:7]=[CH:8][CH:9]=2)[CH:4]=[CH:3][C:2]=1[C:11]1[C:24]2[C:19](=[CH:20][CH:21]=[CH:22][CH:23]=2)[C:18]([C:29]2[CH:30]=[C:31]3[C:40](=[CH:41][CH:42]=2)[C:39]([C:43]([OH:45])=[O:44])=[CH:38][C:37]2[CH:36]=[CH:35][CH:34]=[CH:33][C:32]3=2)=[C:17]2[C:12]=1[CH:13]=[CH:14][CH:15]=[CH:16]2 |f:2.3.4,9.10,^1:67,69,88,107|. The reactants are C1=C(C=CC2=CC=CC=C12)C1=C2C=CC=CC2=C(C2=CC=CC=C12)B(O)O (10-naphth-2-ylanthracen-9-ylboronic acid), N#N (N2), mixture, BrC=1C=C2C=3C=CC=CC3C=C(C2=CC1)C(=O)O (6-bromophenanthrene-9-carboxylic acid), C(=O)([O-])[O-].[Na+].[Na+] (Na2CO3). Reactants: C(C(CO)C1=CC=CC=C1)(=O)O (Tropic acid), Cl (HCl). The solvent is [OH-].[Na+] (NaOH). The product is C1(=CC=CC=C1)C(C(=O)O)=C (2-phenyl-acrylic acid). Isolated yield 72.9%. As a reaction SMILES: [C:1]([OH:12])(=[O:11])[CH:2]([C:5]1[CH:10]=[CH:9][CH:8]=[CH:7][CH:6]=1)[CH2:3]O.Cl>[OH-].[Na+]>[C:5]1([C:2](=[CH2:3])[C:1]([OH:12])=[O:11])[CH:10]=[CH:9][CH:8]=[CH:7][CH:6]=1 |f:2.3|. Reported procedure: Tropic acid (4.1 g, 25 mmol) in 50 ml 10N NaOH was stirred at 100° C. for 16 h. Upon cooling on ice, 50 ml conc. HCl was added slowly. The formed white crystals were isolated and dried to give 2.7 g 2-phenyl-acrylic acid. M.p. 97°-99° C. Reactants: C(C)#N (acetonitrile), C(#N)C1=CC=C(CBr)C=C1 (4-cyanobenzyl bromide), [Na].CS (methyl mercaptan sodium salt), O (water). Solvent: C1(=CC=CC=C1)C (toluene). The product is CSCC1=CC=C(C#N)C=C1 (4-methylmercaptomethylbenzonitrile). Reaction SMILES: C(#N)C.[C:4]([C:6]1[CH:13]=[CH:12][C:9]([CH2:10]Br)=[CH:8][CH:7]=1)#[N:5].[Na].[CH3:15][SH:16].O>C1(C)C=CC=CC=1>[CH3:15][S:16][CH2:10][C:9]1[CH:12]=[CH:13][C:6]([C:4]#[N:5])=[CH:7][CH:8]=1 |f:2.3,^1:13|. Procedure: To an acetonitrile solution (500 ml) of 4-cyanobenzyl bromide (50 g), 15% methyl mercaptan sodium salt (120 ml) was added at a room temperature and heated for 6 hours with refluxing. After cooling to a room temperature, water (1 l) and toluene (1 l) was added thereto. The organic layer was separated and washed successively with an aqueous 2N sodium hydroxide solution sulfate. After distilling off the solvent, 4-methylmercaptomethylbenzonitrile (38 g) was obtained. Reactants: C(CCC)OC(C)=O (butylacetate), [Pd] (palladium), [Pd] (palladium). Yields the product C(C)(=O)[O-].[Pd+2].C(C)(=O)[O-] (palladium acetate), amine. RXN SMILES: [Pd:1].C([O:6][C:7](=[O:9])[CH3:8])CCC>>[C:7]([O-:9])(=[O:6])[CH3:8].[Pd+2:1].[C:7]([O-:9])(=[O:6])[CH3:8] |f:2.3.4|. Procedure: A thin film of organic palladium compound was formed on the substrate 1 that carries thereon the device electrodes 4 and 5 by applying an organic palladium solution prepared by dissolving an organic palladium compound formed from palladium acetate and amine into butylacetate to the substrate 1. Then, the substrate 1 was baked at 300° C. for 10 minutes in the atmosphere within an oven to decompose and oxide the organic palladium on the substrate 1 until a film 7 of PdO was formed there.